Task: describe an organic reaction: reactants, conditions, products, and yield. Dataset: the Open Reaction Database (ORD), a public repository of structured organic reaction records Reactants: N1=C(C=CC=C1N)N (Pyridine-2,6-diamine), C([O-])([O-])=O.[Na+].[Na+] (sodium carbonate), CN(C=CC=O)C (3-dimethylaminoacrolein), polyphosphoric acid. Run at temperature 120 celsius. The product is N1=C(C=CC2=CC=CN=C12)N ([1,8]-naphthyridin-2-ylamine). Yield: 20.9%. As a reaction SMILES: [N:1]1[C:6]([NH2:7])=[CH:5][CH:4]=[CH:3][C:2]=1[NH2:8].CN(C)[CH:11]=[CH:12][CH:13]=O.C(=O)([O-])[O-].[Na+].[Na+]>>[N:1]1[C:6]2[C:5](=[CH:11][CH:12]=[CH:13][N:7]=2)[CH:4]=[CH:3][C:2]=1[NH2:8] |f:2.3.4|. Procedure details: Pyridine-2,6-diamine (0.30 g, 2.8 mmol), 3-dimethylaminoacrolein (90%, 0.30 g, 2.8 mmol), and polyphosphoric acid (PPA) (2.7 mL) were combined and the reaction mixture was heated to 120° C. for 10 hours. Then, the reaction mixture was poured on ice water and neutralized with solid sodium carbonate. The resulting aqueous mixture was extracted three times with ethyl acetate and the combined organic extracts were washed with brine, concentrated, and purified by column chromatography (EtOAc/hexanes)... The reactants are BrBr, CC(=O)O, Nc1ccccc1CCO. Product: Nc1ccc(Br)cc1CCO. RXN SMILES: [Br:11][Br:12].[CH3:13][C:14](=[O:15])[OH:16].[NH2:1][c:2]1[c:3]([CH2:4][CH2:5][OH:6])[cH:7][cH:8][cH:9][cH:10]1>>[NH2:1][c:2]1[c:3]([CH2:4][CH2:5][OH:6])[cH:7][c:8]([Br:11])[cH:9][cH:10]1. Starting materials: N#N (N2), C(C)(C)(C)[Si](OC(C)C=1OC(=CN1)CN1N=CC(=N1)[N+](=O)[O-])(C)C (2-{2-[1-(tert-butyl-dimethyl-silanyloxy)-ethyl]-oxazol-5-ylmethyl}-4-nitro-2H-[1,2,3]triazole), [NH4+].[Cl-] (NH4Cl). Reagents/catalysts: [Fe] (iron). Solvent: CCO (EtOH), O (water). Run at temperature 85 celsius, time 20 minute. Product: C(C)(C)(C)[Si](OC(C)C=1OC(=CN1)CN1N=CC(=N1)N)(C)C (2-{2-[1-(tert-Butyl-dimethyl-silanyloxy)-ethyl]-oxazol-5-ylmethyl}-2H-[1,2,3]triazol-4-ylamine). As a reaction SMILES: N#N.[C:3]([Si:7]([CH3:26])([CH3:25])[O:8][CH:9]([C:11]1[O:12][C:13]([CH2:16][N:17]2[N:21]=[C:20]([N+:22]([O-])=O)[CH:19]=[N:18]2)=[CH:14][N:15]=1)[CH3:10])([CH3:6])([CH3:5])[CH3:4].[NH4+].[Cl-]>CCO.O.[Fe]>[C:3]([Si:7]([CH3:26])([CH3:25])[O:8][CH:9]([C:11]1[O:12][C:13]([CH2:16][N:17]2[N:21]=[C:20]([NH2:22])[CH:19]=[N:18]2)=[CH:14][N:15]=1)[CH3:10])([CH3:6])([CH3:5])[CH3:4] |f:2.3|. Procedure: In a flame dried round-bottomed flask equipped with a magnetic stir bar and under inert atmosphere (N2), a solution of 2-{2-[1-(tert-butyl-dimethyl-silanyloxy)-ethyl]-oxazol-5-ylmethyl}-4-nitro-2H-[1,2,3]triazole (100 mg, 0.28 mmol), iron powder (48 mg, 0.85 mmol) and NH4Cl (76 mg, 1.42 mmol) in a mixture of EtOH (2.0 mL) and water (1.0 mL) was stirred at 85° C. for 20 min. The reaction mixture was filtered while hot and concentrated under reduced pressure. CH2Cl2 (10 mL) was added followed by w... Procedure details: Toluene-4-sulfonic acid 2-[2-(3,5-di-tert-butyl-4-hydroxyphenyl)oxazol-4-yl]ethyl ester (Eli Lilly and Co, Eur. Pat. Appl. 98-308063) (490 mg, 1.04 mmol) was coupled to 2-(4-hydroxyphenoxy)-2-methylpropanoic acid ethyl ester (American Home Products U.S. Pat. No. 3,795,691) (203 mg, 0.90 mmol) following the procedure described in Example 1 to provide the product (330 mg, 70%) as a clear, colorless oil: The product is C(C)OC(C(C)(C)OC1=CC=C(C=C1)OCCC=1N=C(OC1)C1=CC(=C(C(=C1)C(C)(C)C)O)C(C)(C)C)=O (2-(4-{2-[2-(3,5-Di-tert-butyl-4-hydroxyphenyl)oxazol-4-yl]ethoxy}phenoxy)-2-methylpropionic acid ethyl ester). The reactants are C(C)(C)(C)C=1C=C(C=C(C1O)C(C)(C)C)C=1OC=C(N1)CCOS(=O)(=O)C1=CC=C(C=C1)C (Toluene-4-sulfonic acid 2-[2-(3,5-di-tert-butyl-4-hydroxyphenyl)oxazol-4-yl]ethyl ester), C(C)OC(C(C)(C)OC1=CC=C(C=C1)O)=O (2-(4-hydroxyphenoxy)-2-methylpropanoic acid ethyl ester). RXN SMILES: [C:1]([C:5]1[CH:6]=[C:7]([C:16]2[O:17][CH:18]=[C:19]([CH2:21][CH2:22][O:23]S(C3C=CC(C)=CC=3)(=O)=O)[N:20]=2)[CH:8]=[C:9]([C:12]([CH3:15])([CH3:14])[CH3:13])[C:10]=1[OH:11])([CH3:4])([CH3:3])[CH3:2].[CH2:34]([O:36][C:37](=[O:49])[C:38]([O:41][C:42]1[CH:47]=[CH:46][C:45](O)=[CH:44][CH:43]=1)([CH3:40])[CH3:39])[CH3:35]>>[CH2:34]([O:36][C:37](=[O:49])[C:38]([O:41][C:42]1[CH:47]=[CH:46][C:45]([O:23][CH2:22][CH2:21][C:19]2[N:20]=[C:16]([C:7]3[CH:6]=[C:5]([C:1]([CH3:4])([CH3:2])[CH3:3])[C:10]([OH:11])=[C:9]([C:12]([CH3:14])([CH3:15])[CH3:13])[CH:8]=3)[O:17][CH:18]=2)=[CH:44][CH:43]=1)([CH3:40])[CH3:39])[CH3:35]. Yield: 70.0%. Starting materials: COC=1C=C(C=C(C1OCOC)OC)C(CS)S (1-(3,5-dimethoxy-4-methoxymethoxyphenyl)-1,2-ethanedithiol), COC=1C=C(C=O)C=C(C1OCCC)[N+](=O)[O-] (3-methoxy-5-nitro-4-propoxybenzaldehyde), C1(=CC=C(C=C1)S(=O)(=O)[O-])C.[NH+]1=CC=CC=C1 (pyridinium para-toluenesulfonate), C1=CC=CC=C1 (benzene). Run in C1=CC=CC=C1.O (benzene water). Yields the product COC=1C=C(C=C(C1OCCC)[N+](=O)[O-])[C@@H]1SC[C@H](S1)C1=CC(=C(C(=C1)OC)OC)OC (trans-2-(3-methoxy-4-propoxy-5-nitrophenyl)-4-(3,4,5-trimethoxyphenyl)-1,3-dithiolane). As a reaction SMILES: [CH3:1][O:2][C:3]1[CH:4]=[C:5]([CH:15]([SH:18])[CH2:16][SH:17])[CH:6]=[C:7]([O:13][CH3:14])[C:8]=1[O:9][CH2:10]OC.[CH3:19][O:20][C:21]1[CH:22]=[C:23]([CH:26]=[C:27]([N+:33]([O-:35])=[O:34])[C:28]=1[O:29][CH2:30][CH2:31][CH3:32])[CH:24]=O.C1(C)C=CC(S([O-])(=O)=O)=CC=1.[NH+]1C=CC=CC=1.C1C=CC=CC=1>C1C=CC=CC=1.O>[CH3:19][O:20][C:21]1[CH:22]=[C:23]([C@H:24]2[S:18][C@H:15]([C:5]3[CH:6]=[C:7]([O:13][CH3:14])[C:8]([O:9][CH3:10])=[C:3]([O:2][CH3:1])[CH:4]=3)[CH2:16][S:17]2)[CH:26]=[C:27]([N+:33]([O-:35])=[O:34])[C:28]=1[O:29][CH2:30][CH2:31][CH3:32] |f:2.3,5.6|. Procedure: 1-(3,4,5-trimethoxyphenyl)-1,2-ethanedithiol (39) (FIG. 19) (0.689 g,2.65 mmole), 3-methoxy-5-nitro-4-propoxybenzaldehyde (40) (0.633 g, 2.65 mmole) and 0.266 g of pyridinium para-toluenesulfonate was added to 50 ml dry benzene and refluxed with Dean-Stark removal of the benzene- water azeotrope for 24 hours. The benzene was removed in vacuo, and the remaining oil redissolved in dichloromethane and was purified by flash column chromatography with 9:1 hex/ethyl acetate as eluent. The product mixt...